This data is from the Open Reaction Database (ORD), a public repository of structured organic reaction records. The task is: describe an organic reaction: reactants, conditions, products, and yield Starting materials: COC=C(C#N)CNC=O (α-methoxymethylene-β-formylaminopropionitrile), C(CC)(=N)N (propioamidine). The solvent is C(C)O (ethanol), C(C)O (ethanol), C(C)O (ethanol). Conditions: temperature 25 celsius. Yields the product C(C)C1=NC=C(C(=N1)N)CNC=O (2-ethyl-4-amino-5-formylaminomethylpyrimidine). Yield: 100.0%. RXN SMILES: [C:1]([NH2:5])(=[NH:4])[CH2:2][CH3:3].CO[CH:8]=[C:9]([CH2:12][NH:13][CH:14]=[O:15])[C:10]#[N:11]>C(O)C>[CH2:2]([C:1]1[N:5]=[C:10]([NH2:11])[C:9]([CH2:12][NH:13][CH:14]=[O:15])=[CH:8][N:4]=1)[CH3:3]. Procedure details: In 50 parts by volume of ethanol is dissolved 14 parts of α-methoxymethylene-β-formylaminopropionitrile. To the solution is added 100 parts by volume of an ethanol solution containing 17 parts of propioamidine. The mixture is reacted at 30°C for 0.5 hour. After the reaction, ethanol is distilled off and the residue is cooled at 25°C, whereby 18 parts of 2-ethyl-4-amino-5-formylaminomethylpyrimidine is obtained as crystals. (Yield: 100 %). Recrystallization of the crystals from benzene-ethanol mi... The reactants are [Br-], O=C([O-])C(O)C(O)C(=O)[O-], COc1cc2c(cc1S(=O)(=O)F)CCN(C)CC2, CCOCC, Fc1ccc([Mg+])cc1, [K+], [Na+], C1CCOC1, O, O, O, O, O. Product: COc1cc2c(cc1S(=O)(=O)c1ccc(F)cc1)CCN(C)CC2. Reaction SMILES: [Br-:24].[C:37]([CH:38]([CH:39]([C:40]([O-:41])=[O:42])[OH:43])[OH:44])([O-:45])=[O:46].[CH3:1][O:2][c:3]1[c:4]([S:15](=[O:16])(=[O:17])[F:18])[cH:5][c:6]2[c:7]([cH:14]1)[CH2:8][CH2:9][N:10]([CH3:13])[CH2:11][CH2:12]2.[CH3:50][CH2:51][O:52][CH2:53][CH3:54].[F:25][c:26]1[cH:27][cH:28][c:29]([Mg+:32])[cH:30][cH:31]1.[K+:47].[Na+:48].[O:19]1[CH2:20][CH2:21][CH2:22][CH2:23]1.[OH2:33].[OH2:34].[OH2:35].[OH2:36].[OH2:49]>>[CH3:1][O:2][c:3]1[c:4]([S:15](=[O:16])(=[O:17])[c:29]2[cH:28][cH:27][c:26]([F:25])[cH:31][cH:30]2)[cH:5][c:6]2[c:7]([cH:14]1)[CH2:8][CH2:9][N:10]([CH3:13])[CH2:11][CH2:12]2. Starting materials: CON(C([C@H](C)NC(OC(C)(C)C)=O)=O)C ((S)-tert-butyl 1-(methoxy(methyl)amino)-1-oxopropan-2-ylcarbamate), grignard reagent, C1CCOC1 (THF), C(C)(C)[Mg]Cl (isopropylmagnesium chloride), solution, C1CCOC1 (THF), ice, CCOC(=O)C (EtOAc). Conditions: time 4 hour. Yields the product O1COCC2=C1C=C(C=C2)C([C@H](C)NC(OC(C)(C)C)=O)=O ((S)-Tert-butyl 1-(4H-benzo[d][1,3]dioxin-7-yl)-1-oxopropan-2-ylcarbamate). RXN SMILES: CON(C)[C:4](=[O:15])[C@@H:5]([NH:7][C:8](=[O:14])[O:9][C:10]([CH3:13])([CH3:12])[CH3:11])[CH3:6].[CH:17]([Mg]Cl)([CH3:19])[CH3:18].[CH3:22][CH2:23][O:24][C:25](C)=[O:26].[CH2:28]1COC[CH2:29]1>>[O:24]1[C:23]2[CH:22]=[C:28]([C:4](=[O:15])[C@@H:5]([NH:7][C:8](=[O:14])[O:9][C:10]([CH3:11])([CH3:12])[CH3:13])[CH3:6])[CH:29]=[CH:19][C:17]=2[CH2:18][O:26][CH2:25]1. Procedure: In a separate reaction tube was (S)-tert-butyl 1-(methoxy(methyl)amino)-1-oxopropan-2-ylcarbamate (1 g, 4.31 mmol) suspended in THF (5 mL) and cooled in an ice/acetone bath to below −5° C., isopropylmagnesium chloride, 2M solution in THF (2.5 mL, 5.00 mmol) was slowly added to form an solution. To this solution was added the above freshly prepared grignard reagent. The mixture was allowed to reach room temperature and stirred for 4 hours. The reaction mixture was slowly poured into ice-cold 150 ... Reactants: CN1CCOCC1 (N-Methyl morpholine), C(C)N=C=NCCCN(C)C (1-ethyl-3-(3-dimethylaminopropyl) carbodimide), CC([C@@H](CN[C@@H](CC1=CC=CC=C1)C(=O)O)NC(=O)OC(C)(C)C)C (N-(3-methyl-2(S)-(t-butoxycarbonylamino)but-1-yl)phenylalanine), Cl.COC([C@@H](N)CCSC)=O (methionine methyl ester hydrochloride), O.ON1N=NC2=C1C=CC=C2 (1-hydroxybenzotriazole hydrate). Run in CN(C=O)C (dimethylformamide). Product: COC([C@@H](NC([C@@H](NC[C@H](C(C)C)NC(=O)OC(C)(C)C)CC1=CC=CC=C1)=O)CCSC)=O (N-(3-methyl-2(S)-(t-butoxycarbonylamino)but-1-yl)phenylalanylmethionine-methyl ester). The yield is 79.5%. Reaction SMILES: CN1CCOCC1.C(N=C=NCCCN(C)C)C.[CH3:19][CH:20]([CH3:43])[C@H:21]([NH:35][C:36]([O:38][C:39]([CH3:42])([CH3:41])[CH3:40])=[O:37])[CH2:22][NH:23][C@H:24]([C:32]([OH:34])=O)[CH2:25][C:26]1[CH:31]=[CH:30][CH:29]=[CH:28][CH:27]=1.Cl.[CH3:45][O:46][C:47](=[O:54])[C@H:48]([CH2:50][CH2:51][S:52][CH3:53])[NH2:49].O.ON1C2C=CC=CC=2N=N1>CN(C)C=O>[CH3:45][O:46][C:47](=[O:54])[C@H:48]([CH2:50][CH2:51][S:52][CH3:53])[NH:49][C:32](=[O:34])[C@H:24]([CH2:25][C:26]1[CH:27]=[CH:28][CH:29]=[CH:30][CH:31]=1)[NH:23][CH2:22][C@@H:21]([NH:35][C:36]([O:38][C:39]([CH3:42])([CH3:41])[CH3:40])=[O:37])[CH:20]([CH3:19])[CH3:43] |f:3.4,5.6|. Reported procedure: N-Methyl morpholine (4.0 ml) and 1-ethyl-3-(3-dimethylaminopropyl) carbodimide (EDC) hydrochloride (0.96 g, 0.005 mole) were added to a solution of the product of Step B (1.76 g, 0.005 mole), methionine methyl ester hydrochloride (1.0 g, 0.005 mole) and 1-hydroxybenzotriazole hydrate (HOBT,0.677 g, 0.005 mole) in dimethylformamide (DMF, 30 ml) the reaction mixture was stirred at room temperature over the weekend, concentrated in vacuo and taken up in ice, water, and ethyl acetate. After addition... The reactants are CC(C)c1cc(S(N)(=O)=O)c(C(C)C)cc1Br, [C-]#N, CN1CCCC1=O, O. As a reaction SMILES: [Br:1][c:2]1[cH:3][c:4]([CH:15]([CH3:16])[CH3:17])[c:5]([S:11](=[O:12])(=[O:13])[NH2:14])[cH:6][c:7]1[CH:8]([CH3:9])[CH3:10].[C-:18]#[N:19].[CH3:20][N:21]1[CH2:22][CH2:23][CH2:24][C:25]1=[O:26].[OH2:27]>>[c:2]1([C:20]#[N:21])[cH:3][c:4]([CH:15]([CH3:16])[CH3:17])[c:5]([S:11](=[O:12])(=[O:13])[NH2:14])[cH:6][c:7]1[CH:8]([CH3:9])[CH3:10]. Product: CC(C)c1cc(S(N)(=O)=O)c(C(C)C)cc1C#N. The reactants are [NH4+].[Cl-] (NH4Cl), [H-].[Na+] (NaH), CC1(C(N(C(N1)=O)C1=CC(=C(C=C1)[N+](=O)[O-])C(F)(F)F)=O)C (5,5-dimethyl-3-[4-nitro-3-(trifluoromethyl)phenyl]-imidazolidine-2,4-dione), ICCCCCI (1,5-diiodopentane). Run in CN(C)C=O (DMF). Reaction conditions: temperature 23 celsius. Product: ICCCCCN1C(N(C(C1(C)C)=O)C1=CC(=C(C=C1)[N+](=O)[O-])C(F)(F)F)=O (1-(5-iodopentyl)-5,5-dimethyl-3-[4-nitro-3-(trifluoromethyl)phenyl]imidazolidine-2,4-dione). Yield: 47.0%. As a reaction SMILES: [H-].[Na+].[CH3:3][C:4]1([CH3:24])[NH:8][C:7](=[O:9])[N:6]([C:10]2[CH:15]=[CH:14][C:13]([N+:16]([O-:18])=[O:17])=[C:12]([C:19]([F:22])([F:21])[F:20])[CH:11]=2)[C:5]1=[O:23].[I:25][CH2:26][CH2:27][CH2:28][CH2:29][CH2:30]I.[NH4+].[Cl-]>CN(C=O)C>[I:25][CH2:26][CH2:27][CH2:28][CH2:29][CH2:30][N:8]1[C:4]([CH3:24])([CH3:3])[C:5](=[O:23])[N:6]([C:10]2[CH:15]=[CH:14][C:13]([N+:16]([O-:18])=[O:17])=[C:12]([C:19]([F:22])([F:21])[F:20])[CH:11]=2)[C:7]1=[O:9] |f:0.1,4.5|. Reported procedure: NaH (to 60%) (65 mg, 1.6 mmole) is added under argon to a solution of 5,5-dimethyl-3-[4-nitro-3-(trifluoromethyl)phenyl]-imidazolidine-2,4-dione (500 mg, 1.6 mmole) in anhydrous DMF (20 ml). A gaseous release accompanies the change of colour of the reaction medium which becomes orange. The stirring is maintained for 1 hour at 23° C. before adding, without dilution, the 1,5-diiodopentane (350 μl, 2.4 mmoles). After reaction for 15 hours, the reaction medium is poured into a saturated aqueous solu... Reactants: ClC1=C(C=CC(=C1)CN1N=CC=C1)O (2-chloro-4-(1-pyrazolyl)methylphenol), ClCC(=O)OCC (ethyl chloroacetate), C([O-])([O-])=O.[K+].[K+] (potassium carbonate), CN(C=O)C (dimethylformamide). Solvent: O (water). Reaction conditions: temperature 50 celsius, time 5 hour. Yields the product ClC1=C(OCC(=O)OCC)C=CC(=C1)CN1N=CC=C1 (ethyl 2-chloro-4-(1-pyrazolyl)methylphenoxyacetate). RXN SMILES: [Cl:1][C:2]1[CH:7]=[C:6]([CH2:8][N:9]2[CH:13]=[CH:12][CH:11]=[N:10]2)[CH:5]=[CH:4][C:3]=1[OH:14].Cl[CH2:16][C:17]([O:19][CH2:20][CH3:21])=[O:18].C(=O)([O-])[O-].[K+].[K+].CN(C)C=O>O>[Cl:1][C:2]1[CH:7]=[C:6]([CH2:8][N:9]2[CH:13]=[CH:12][CH:11]=[N:10]2)[CH:5]=[CH:4][C:3]=1[O:14][CH2:16][C:17]([O:19][CH2:20][CH3:21])=[O:18] |f:2.3.4|. Reported procedure: A mixture of 5.0 g of 2-chloro-4-(1-pyrazolyl)methylphenol (produced in Reference Production Example 2), 7.6 g of ethyl chloroacetate, 13.2 g of potassium carbonate and 100 ml of anhydrous dimethylformamide was heated at 50° C. under stirring for 5 hours, and then cooled to room temperature. The reaction mixture was poured into 500 ml of water, which was extracted twice with 50 ml of ethyl acetate. The organic layers were combined, washed with water, saturated aqueous ammonium chloride solution ...